From a dataset of the Open Reaction Database (ORD), a public repository of structured organic reaction records. describe an organic reaction: reactants, conditions, products, and yield The reactants are CN(C(C)=O)C1=CC(=CC=C1)C=1C=CC=2N(N1)C(=NN2)C (N-methyl-N-[3-(3-methyl-1,2,4-triazolo[4,3-b]-pyridazin-6-yl)phenyl]acetamide), [OH-].[K+] (potassium hydroxide). Solvent: C(C)O (ethanol). Product: CNC1=CC(=CC=C1)C=1C=CC=2N(N1)C(=NN2)C (N-Methyl-3-(3-methyl-1,2,4-triazolo-[4,3-b]pyridazin-6-yl)benzenamine). The yield is 101.5%. RXN SMILES: [CH3:1][N:2]([C:6]1[CH:11]=[CH:10][CH:9]=[C:8]([C:12]2[CH:13]=[CH:14][C:15]3[N:16]([C:18]([CH3:21])=[N:19][N:20]=3)[N:17]=2)[CH:7]=1)C(=O)C.[OH-].[K+]>C(O)C>[CH3:1][NH:2][C:6]1[CH:11]=[CH:10][CH:9]=[C:8]([C:12]2[CH:13]=[CH:14][C:15]3[N:16]([C:18]([CH3:21])=[N:19][N:20]=3)[N:17]=2)[CH:7]=1 |f:1.2|. Reported procedure: A mixture of 13.5 g of N-methyl-N-[3-(3-methyl-1,2,4-triazolo[4,3-b]-pyridazin-6-yl)phenyl]acetamide and 10 g of potassium hydroxide in 500 ml of ethanol was heated to reflux for 12 hours. The solution was concentrated in vacuo and the residue partitioned between 200 ml of brine and 300 ml of dichloromethane. The aqueous layer was extracted with 150 ml portions of dichloromethane. The combined organic layer and extracts were dried, concentrated in vacuo and the residue recrystalized from dichlor... Starting materials: C(C)(=O)[O-].[Na+] (sodium acetate), ClC[Si](OC)(OC)OC ((chloromethyl)trimethoxysilane), [SiH4] (silane). The reagents and catalysts are [Br-].C(CCC)[P+](CCCC)(CCCC)CCCC (tetrabutylphosphonium bromide). The solvent is C(CCCCCCCCCCC)(=O)OC (methyl laurate). Reaction conditions: temperature 120 celsius, time 2 hour. The product is C(C)(=O)OC[Si](OC)(OC)OC ((acetoxymethyl)trimethoxysilane). Isolated yield 94.8%. As a reaction SMILES: [C:1]([O-:4])(=[O:3])[CH3:2].[Na+].Cl[CH2:7][Si:8]([O:13][CH3:14])([O:11][CH3:12])[O:9][CH3:10].[SiH4]>[Br-].C([P+](CCCC)(CCCC)CCCC)CCC.C(OC)(=O)CCCCCCCCCCC>[C:1]([O:4][CH2:7][Si:8]([O:13][CH3:14])([O:11][CH3:12])[O:9][CH3:10])(=[O:3])[CH3:2] |f:0.1,4.5|. Procedure: Example 2 was repeated using sodium acetate (312 g, 3.81 mol) and (chloromethyl)trimethoxysilane (563 g, 3.30 mol) as starting materials, tetrabutylphosphonium bromide (22.46 g, 66.2 mmol) as catalyst and methyl laurate (525 mL) as solvent. Before the silane was added, the other components were mixed and incipiently stripped at 116° C./4 mbar (for drying, 16 g of distillate). The silane was metered in at 120° C. over 2 hours, the mixture was heated at 120° C. for a further 4 hours and then disti...